From a dataset of the Open Reaction Database (ORD), a public repository of structured organic reaction records. describe an organic reaction: reactants, conditions, products, and yield Reactants: N(=[N+]=[N-])C(CC1=CC=CC=C1)C(C(C(CC1=CC=CC=C1)N=[N+]=[N-])O)O (2,5-Diazido-1,6-diphenyl-3,4-hexanediol), [H][H] (hydrogen). RXN SMILES: [N:1]([CH:4]([CH:12]([OH:26])[CH:13]([OH:25])[CH:14]([N:22]=[N+]=[N-])[CH2:15][C:16]1[CH:21]=[CH:20][CH:19]=[CH:18][CH:17]=1)[CH2:5][C:6]1[CH:11]=[CH:10][CH:9]=[CH:8][CH:7]=1)=[N+]=[N-].[H][H]>CO.[Pd]>[NH2:1][CH:4]([CH:12]([OH:26])[CH:13]([OH:25])[CH:14]([NH2:22])[CH2:15][C:16]1[CH:21]=[CH:20][CH:19]=[CH:18][CH:17]=1)[CH2:5][C:6]1[CH:11]=[CH:10][CH:9]=[CH:8][CH:7]=1. The reagents and catalysts are [Pd] (palladium on carbon). Product: NC(CC1=CC=CC=C1)C(C(C(CC1=CC=CC=C1)N)O)O (2,5-Diamino-1,6-diphenyl-3,4-hexanediol). Isolated yield 78.8%. Procedure: A solution of 67 mg (0.19 mmol) of 6 in 4 mL of methanol was stirred with 30 mg of 10% palladium on carbon under 1 atmospheric hydrogen pressure for 18 hours at room temperature. The mixture was filtered through a 0.45 micron Millipore filter and the residue washed with methanol. The filtrate and the washings were concentrated to provide 45 mg (79% yield) of 7. This material showed NMR (CDCl3): d 2.64 (m, 8H), 7.283 (m, 10H). The solvent is CO (methanol). Reactants: COC(=O)C1=CNC2=CC=CC=C12 (indole-3-carboxylic acid methyl ester), BrCCCBr (1,3-dibromopropane), C([O-])([O-])=O.[Cs+].[Cs+] (cesium carbonate). Run in CN(C)C=O (DMF). Conditions: temperature 40 celsius, time 8 hour. The product is COC(=O)C1=CN(C2=CC=CC=C12)CCCBr (1-(3-Bromopropyl)-indole-3-carboxylic acid methyl ester). Yield: 65.2%. Reaction SMILES: [CH3:1][O:2][C:3]([C:5]1[C:13]2[C:8](=[CH:9][CH:10]=[CH:11][CH:12]=2)[NH:7][CH:6]=1)=[O:4].[Br:14][CH2:15][CH2:16][CH2:17]Br.C(=O)([O-])[O-].[Cs+].[Cs+]>CN(C=O)C>[CH3:1][O:2][C:3]([C:5]1[C:13]2[C:8](=[CH:9][CH:10]=[CH:11][CH:12]=2)[N:7]([CH2:17][CH2:16][CH2:15][Br:14])[CH:6]=1)=[O:4] |f:2.3.4|. Procedure: In a flask was dissolved indole-3-carboxylic acid methyl ester (2.0 g, 11.4 mmole) and 1,3-dibromopropane (11.5 g, 57 mmol) in 15 mL of DMF. To this solution was added cesium carbonate (5.5 g, 17 mmol). The flask was sealed and the content was stirred at 40° C. overnight. The solution was then partitioned between ether and water. The ethereal phase was washed twice with water and once with brine and was finally evaporated. The residue was purified on silica (heptane-ethyl acetate 4:1), to give 2...